From a dataset of the Open Reaction Database (ORD), a public repository of structured organic reaction records. describe an organic reaction: reactants, conditions, products, and yield Starting materials: O1COC2=C1C=CC(=C2)C2(CC2)C(=O)NC2=NC(=CC=C2)CC2=CC=C(C=C2)OC (1-(benzo[d][1,3]dioxol-5-yl)-N-(6-(4-methoxybenzyl)pyridin-2-yl)cyclopropanecarboxamide), [Cl-].CC1=C(C[Zn+])C=CC=C1 ((2-methylbenzyl)zinc(II) chloride), O1COC2=C1C=CC(=C2)C2(CC2)C(=O)NC2=NC(=CC=C2)Br (1-(benzo[d][1,3]dioxol-5-yl)-N-(6-bromopyridin-2-yl)cyclopropanecarboxamide). Yields the product O1COC2=C1C=CC(=C2)C2(CC2)C(=O)NC2=NC(=CC=C2)CC2=C(C=CC=C2)C (1-(Benzo[d][1,3]dioxol-5-yl)-N-(6-(2-methylbenzyl)pyridin-2-yl)cyclopropanecarboxamide). RXN SMILES: [O:1]1[C:5]2[CH:6]=[CH:7][C:8]([C:10]3([C:13]([NH:15][C:16]4[CH:21]=[CH:20][CH:19]=[C:18]([CH2:22][C:23]5[CH:28]=[CH:27][C:26](OC)=[CH:25][CH:24]=5)[N:17]=4)=[O:14])[CH2:12][CH2:11]3)=[CH:9][C:4]=2[O:3][CH2:2]1.[Cl-].[CH3:32]C1C=CC=CC=1C[Zn+].O1C2C=CC(C3(C(NC4C=CC=C(Br)N=4)=O)CC3)=CC=2OC1>>[O:1]1[C:5]2[CH:6]=[CH:7][C:8]([C:10]3([C:13]([NH:15][C:16]4[CH:21]=[CH:20][CH:19]=[C:18]([CH2:22][C:23]5[CH:28]=[CH:27][CH:26]=[CH:25][C:24]=5[CH3:32])[N:17]=4)=[O:14])[CH2:12][CH2:11]3)=[CH:9][C:4]=2[O:3][CH2:2]1 |f:1.2|. Procedure details: 1-(Benzo[d][1,3]dioxol-5-yl)-N-(6-(2-methylbenzyl)pyridin-2-yl)cyclopropanecarboxamide (VRT-810361) was synthesized using the procedure of 1-(benzo[d][1,3]dioxol-5-yl)-N-(6-(4-methoxybenzyl)pyridin-2-yl)cyclopropanecarboxamide by reacting (2-methylbenzyl)zinc(II) chloride with 1-(benzo[d][1,3]dioxol-5-yl)-N-(6-bromopyridin-2-yl)cyclopropanecarboxamide. Starting materials: CC(C)=COc1ccc(Cl)cc1, [Cu], CCOC(=O)C=[N+]=[N-]. The product is CCOC(=O)C1C(Oc2ccc(Cl)cc2)C1(C)C. Reaction SMILES: [Cl:1][c:2]1[cH:3][cH:4][c:5]([O:6][CH:7]=[C:8]([CH3:9])[CH3:10])[cH:11][cH:12]1.[Cu:21].[N+:13](=[N-:14])=[CH:15][C:16](=[O:17])[O:18][CH2:19][CH3:20]>>[Cl:1][c:2]1[cH:3][cH:4][c:5]([O:6][CH:7]2[C:8]([CH3:9])([CH3:10])[CH:15]2[C:16](=[O:17])[O:18][CH2:19][CH3:20])[cH:11][cH:12]1. Starting materials: C(C)(C)(C)OC(CN(C1=NC(=CC=C1)CNS(=O)(=O)C=1C=NC=CC1)C(=O)OC(C)(C)C)=O (tert-butyl(tert-butoxycarbonyl{6-[(pyridin-3-ylsulfonyl)aminomethyl]pyridin-2-yl}amino)acetate), S1C(=NC=C1)C1=CC=C(CNS(=O)(=O)C=2C=NC=CC2)C=C1 (N-[4-(thiazol-2-yl)benzyl]pyridin-3-ylsulfonamide), N1=NC=C(C=C1)C1=CC=C(CO)C=C1 (4-(pyridazin-4-yl)benzyl alcohol). The product is C(C)(C)(C)OC(CN(C1=NC(=CC=C1)CO)C(=O)OC(C)(C)C)=O (tert-butyl[tert-butoxycarbonyl(6-hydroxymethylpyridin-2-yl)amino]acetate). As a reaction SMILES: [C:1]([O:5][C:6](=[O:33])[CH2:7][N:8]([C:26]([O:28][C:29]([CH3:32])([CH3:31])[CH3:30])=[O:27])[C:9]1[CH:14]=[CH:13][CH:12]=[C:11]([CH2:15]NS(C2C=NC=CC=2)(=O)=O)[N:10]=1)([CH3:4])([CH3:3])[CH3:2].S1C=CN=C1C1C=CC(CNS(C2C=NC=CC=2)(=O)=[O:46])=CC=1.N1C=CC(C2C=CC(CO)=CC=2)=CN=1>>[C:1]([O:5][C:6](=[O:33])[CH2:7][N:8]([C:26]([O:28][C:29]([CH3:32])([CH3:30])[CH3:31])=[O:27])[C:9]1[CH:14]=[CH:13][CH:12]=[C:11]([CH2:15][OH:46])[N:10]=1)([CH3:4])([CH3:3])[CH3:2]. Reported procedure: Reaction and post-treatment were carried out in the same manner as in Example 2-(a) except for using tert-butyl(tert-butoxycarbonyl{6-[(pyridin-3-ylsulfonyl)aminomethyl]pyridin-2-yl}amino)acetate (158 mg, 0.330 mmol) obtained in Reference Example 12-(d) in place of N-[4-(thiazol-2-yl)benzyl]pyridin-3-ylsulfonamide, and using 4-(pyridazin-4-yl)benzyl alcohol (60.2 mg, 0.323 mmol) obtained in Reference Example 13 in place of tert-butyl[tert-butoxycarbonyl(6-hydroxymethylpyridin-2-yl)amino]acetate ... The reactants are CSCC1=C(C=CC=C1)[N+](=O)[O-] (o-methylthiomethylnitrobenzene). The reagents and catalysts are [Fe] (Iron). Solvent: C(C)(=O)O (acetic acid), C(C)O (ethanol). The product is CSCC1=C(N)C=CC=C1 (o-Methylthiomethylaniline). As a reaction SMILES: [CH3:1][S:2][CH2:3][C:4]1[CH:9]=[CH:8][CH:7]=[CH:6][C:5]=1[N+:10]([O-])=O>C(O)(=O)C.C(O)C.[Fe]>[CH3:1][S:2][CH2:3][C:4]1[CH:9]=[CH:8][CH:7]=[CH:6][C:5]=1[NH2:10]. Procedure: Iron powder (60 g, 1.0 g-atom) was added slowly through a solid addition funnel to a solution of 53.5 g (0.29 mol) of o-methylthiomethylnitrobenzene in 210 ml of glacial acetic acid and 600 ml of absolute ethanol under reflux over a period of 45 minutes. The mixture was then refluxed for 3 hours. The iron powder was filtered off and the filtrate was diluted with 800 ml of water. The aqueous mixture was extracted twice with 200 ml ethyl acetate and twice with 200 ml ether. The combined organic ex... Product: O=C(NCCc1ccccn1)c1ccc(N2CCN(C(=O)c3ccccc3C(F)(F)F)CC2)nn1. Reactants: O=C(Cl)c1ccc(N2CCN(C(=O)c3ccccc3C(F)(F)F)CC2)nn1, NCCc1ccccn1. RXN SMILES: [F:10][C:11]([c:12]1[c:13]([C:14](=[O:15])[N:16]2[CH2:17][CH2:18][N:19]([c:22]3[cH:23][cH:24][c:25]([C:28](=[O:29])[Cl:30])[n:26][n:27]3)[CH2:20][CH2:21]2)[cH:31][cH:32][cH:33][cH:34]1)([F:35])[F:36].[n:1]1[c:2]([CH2:7][CH2:8][NH2:9])[cH:3][cH:4][cH:5][cH:6]1>>[n:1]1[c:2]([CH2:7][CH2:8][NH:9][C:28]([c:25]2[cH:24][cH:23][c:22]([N:19]3[CH2:18][CH2:17][N:16]([C:14]([c:13]4[c:12]([C:11]([F:10])([F:35])[F:36])[cH:34][cH:33][cH:32][cH:31]4)=[O:15])[CH2:21][CH2:20]3)[n:27][n:26]2)=[O:29])[cH:3][cH:4][cH:5][cH:6]1. Run at time 18 hour. Starting materials: IC=1C=C2CCC[C@H](C2=CC1)CN (C—((R)-6-iodo-1,2,3,4-tetrahydro-naphthalen-1-yl)-methylamine), C(Br)C1CO1 (epibromohydrin). Reaction SMILES: [I:1][C:2]1[CH:3]=[C:4]2[C:9](=[CH:10][CH:11]=1)[C@H:8]([CH2:12][NH2:13])[CH2:7][CH2:6][CH2:5]2.[CH2:14]([CH:16]1[O:18][CH2:17]1)Br>C(O)(C)C>[I:1][C:2]1[CH:3]=[C:4]2[C:9](=[CH:10][CH:11]=1)[C@H:8]([CH2:12][N:13]1[CH2:17][CH:16]([OH:18])[CH2:14]1)[CH2:7][CH2:6][CH2:5]2. Run in C(C)(C)O (isopropanol). Procedure details: To a stirring solution of C—((R)-6-iodo-1,2,3,4-tetrahydro-naphthalen-1-yl)-methylamine (0.79 g, 2.75 mmol) in isopropanol (6 mL) at ice bath temperature and under nitrogen atmosphere, was added dropwise epibromohydrin ((0.38 g, 2.8 mmol). The ice bath was removed and the reaction mixture was stirred for 18 hours at room temperature. Triethylamine ((0.39 mL, 2.8 mmol) was added, and the reaction mixture was stirred at room temperature for two hours, then at 60° C. for three hours. The reaction m... Product: IC=1C=C2CCC[C@H](C2=CC1)CN1CC(C1)O (1-((R)-6-Iodo-1,2,3,4-tetrahydro-naphthalen-1-ylmethyl)-azetidin-3-ol). Starting materials: BrC1=C2C(=CNC2=C(C=C1)F)CCO (2-(4-bromo-7-fluoro-1H-indol-3-yl)-ethanol), I(=O)(=O)C1=C(C(=O)O)C=CC=C1 (o-iodoxybenzoic acid). Run in CS(=O)C (DMSO), O (H2O). Run at time 8 hour. The product is BrC1=C2C(=CNC2=C(C=C1)F)CC=O ((4-Bromo-7-fluoro-1H-indol-3-yl)-acetaldehyde). The yield is 83.5%. Reaction SMILES: [Br:1][C:2]1[CH:10]=[CH:9][C:8]([F:11])=[C:7]2[C:3]=1[C:4]([CH2:12][CH2:13][OH:14])=[CH:5][NH:6]2.I(C1C=CC=CC=1C(O)=O)(=O)=O>CS(C)=O.O>[Br:1][C:2]1[CH:10]=[CH:9][C:8]([F:11])=[C:7]2[C:3]=1[C:4]([CH2:12][CH:13]=[O:14])=[CH:5][NH:6]2. Procedure: The mixture of 2-(4-bromo-7-fluoro-1H-indol-3-yl)-ethanol (3.00 g, 11.6 mmol) and o-iodoxybenzoic acid (IBX, 9.76 g, 34.9 mmol) in DMSO (60 mL) was stirred overnight at room temperature. The solution was diluted with H2O (100 mL) and the precipitates were filtered and the filter cake was rinsed with EtOAc. The filtrate was extracted with EtOAc (3×150 mL) and the combined organic solution was washed with brine (300 mL), dried (Na2SO4) and concentrated. The residue was purified by flash chromatogr...